This data is from the Open Reaction Database (ORD), a public repository of structured organic reaction records. The task is: describe an organic reaction: reactants, conditions, products, and yield Starting materials: IC1=C2C(C(=O)OC2=O)=CC=C1 (3-iodophthalic anhydride), CC(CCSC)N (1-methyl-3-methylthiopropylamine). Run in C(C)#N (acetonitrile), C(C)#N (acetonitrile). Run at time 3 hour. The product is IC1=C(C(C(=O)O)=CC=C1)C(=O)NC(CCSC)C (3-Iodo-N-(1-methyl-3-methylthiopropyl)-phthalamic Acid). Yield: 89.2%. As a reaction SMILES: [I:1][C:2]1[CH:12]=[CH:11][CH:10]=[C:4]2[C:5]([O:7][C:8](=[O:9])[C:3]=12)=[O:6].[CH3:13][CH:14]([NH2:19])[CH2:15][CH2:16][S:17][CH3:18]>C(#N)C>[I:1][C:2]1[CH:12]=[CH:11][CH:10]=[C:4]([C:5]([OH:7])=[O:6])[C:3]=1[C:8]([NH:19][CH:14]([CH3:13])[CH2:15][CH2:16][S:17][CH3:18])=[O:9]. Reported procedure: To a suspension of 2.74 g of 3-iodophthalic anhydride in 8 ml of acetonitrile cooled with ice was slowly added dropwise a solution of 1.19 g of 1-methyl-3-methylthiopropylamine in 3 ml of acetonitrile. After completion of the dropping, a reaction was carried out at room temperature for 3 hours with stirring. After completion of the reaction, the deposited crystal was collected by filtration and washed with a small quantity of acetonitrile. Thus, 3.5 g of the objective compound was obtained. Starting materials: C(C)(C)(C)OC(=O)N1CCC(CC1)CC(C)(C)OCCCO[Si](C(C)C)(C(C)C)C(C)C (1-t-butoxycarbonyl-4-(2-(3-triisopropylsilyloxy-1-propyl)oxy-2-methyl-1-propyl)piperidine), [F-].C(CCC)[N+](CCCC)(CCCC)CCCC (tetrabutylammonium fluoride). Solvent: C1CCOC1 (THF). The product is C(C)(C)(C)OC(=O)N1CCC(CC1)CC(C)(C)OCCCO (1-t-butoxycarbonyl-4-(2-(3-hydroxy1-propyl)oxy-2-methyl-1-propyl)piperidine). Reaction SMILES: [C:1]([O:5][C:6]([N:8]1[CH2:13][CH2:12][CH:11]([CH2:14][C:15]([O:18][CH2:19][CH2:20][CH2:21][O:22][Si](C(C)C)(C(C)C)C(C)C)([CH3:17])[CH3:16])[CH2:10][CH2:9]1)=[O:7])([CH3:4])([CH3:3])[CH3:2].[F-].C([N+](CCCC)(CCCC)CCCC)CCC>C1COCC1>[C:1]([O:5][C:6]([N:8]1[CH2:13][CH2:12][CH:11]([CH2:14][C:15]([O:18][CH2:19][CH2:20][CH2:21][OH:22])([CH3:16])[CH3:17])[CH2:10][CH2:9]1)=[O:7])([CH3:4])([CH3:3])[CH3:2] |f:1.2|. Procedure details: A solution of 0.245 g (0.52 mmol) of 1-t-butoxycarbonyl-4-(2-(3-triisopropylsilyloxy-1-propyl)oxy-2-methyl-1-propyl)piperidine and 0.53 mL (0.53 mmol) of tetrabutylammonium fluoride (TBAF) in 2 mL of THF was stirred at rt for 2 h. The reaction mixture was partitioned between ether and water. The combined organic fractions were washed with sat'd NaCl solution, dried over MgSO4, filtered and the filtrate was concentrated. The residue was purified by chromatography (silica, hexanes:acetone, 9:1) to... Reactants: c1cc(C2CC2)nc(N2CCNCC2)c1, CC(Cl)Cl, O=CCCCOc1ccc2c(n1)NC(=O)CC2. The product is O=C1CCc2ccc(OCCCCN3CCN(c4cccc(C5CC5)n4)CC3)nc2N1. As a reaction SMILES: [CH:18]1([c:21]2[cH:22][cH:23][cH:24][c:25]([N:27]3[CH2:28][CH2:29][NH:30][CH2:31][CH2:32]3)[n:26]2)[CH2:19][CH2:20]1.[Cl:33][CH:34]([Cl:35])[CH3:36].[O:1]=[C:2]1[CH2:3][CH2:4][c:5]2[cH:6][cH:7][c:8]([O:12][CH2:13][CH2:14][CH2:15][CH:16]=[O:17])[n:9][c:10]2[NH:11]1>>[O:1]=[C:2]1[CH2:3][CH2:4][c:5]2[cH:6][cH:7][c:8]([O:12][CH2:13][CH2:14][CH2:15][CH2:16][N:30]3[CH2:29][CH2:28][N:27]([c:25]4[cH:24][cH:23][cH:22][c:21]([CH:18]5[CH2:19][CH2:20]5)[n:26]4)[CH2:32][CH2:31]3)[n:9][c:10]2[NH:11]1. Reactants: COc1cc(=O)c2ccccc2[nH]c1=O, CO, NCCO. Yields the product O=c1[nH]c2ccccc2c(=O)cc1NCCO. As a reaction SMILES: [CH3:1][O:2][c:3]1[cH:4][c:5](=[O:15])[c:6]2[c:7]([nH:8][c:9]1=[O:10])[cH:11][cH:12][cH:13][cH:14]2.[CH3:20][OH:21].[NH2:16][CH2:17][CH2:18][OH:19]>>[c:3]1([NH:16][CH2:17][CH2:18][OH:19])[cH:4][c:5](=[O:15])[c:6]2[c:7]([nH:8][c:9]1=[O:10])[cH:11][cH:12][cH:13][cH:14]2. The reactants are C(C)OC(CCN1C(C2=CC(=C(C=C2CC1)OC)OC)CC(=O)OCC)=O (3-(1-ethoxycarbonylmethyl-6,7-dimethoxy-3,4-dihydro-1H-isoquinolin-2-yl)-propionic acid ethyl ester), CC[O-].[Na+] (sodium ethylate), C(C)(=O)[O-].[NH4+] (ammonium acetate), C(C)O (ethanol). Solvent: C1CCCCC1 (cyclohexane). Run at time 90 minute. Product: C(C)OC(=O)C1=C(CC2N(CCC3=CC(=C(C=C23)OC)OC)C1)N (2-Amino-9,10-dimethoxy-1,6,7,11b-tetrahydro-4H-pyrido[2,1-a]isoquinoline-3-carboxylic acid ethyl ester). Yield: 66.2%. As a reaction SMILES: [CH2:1]([O:3][C:4](=[O:27])[CH2:5][CH2:6][N:7]1[CH2:16][CH2:15][C:14]2[C:9](=[CH:10][C:11]([O:19][CH3:20])=[C:12]([O:17][CH3:18])[CH:13]=2)[CH:8]1[CH2:21][C:22](OCC)=O)[CH3:2].CC[O-].[Na+].C(O)C.C([O-])(=O)C.[NH4+:39]>C1CCCCC1>[CH2:1]([O:3][C:4]([C:5]1[CH2:6][N:7]2[CH2:16][CH2:15][C:14]3[C:9]([CH:8]2[CH2:21][C:22]=1[NH2:39])=[CH:10][C:11]([O:19][CH3:20])=[C:12]([O:17][CH3:18])[CH:13]=3)=[O:27])[CH3:2] |f:1.2,4.5|. Reported procedure: A solution of 3-(1-ethoxycarbonylmethyl-6,7-dimethoxy-3,4-dihydro-1H-isoquinolin-2-yl)-propionic acid ethyl ester (Helv. Chim. Acta 1958, 41, 119; 17.1 g, 45.0 mmol) in cyclohexane (340 mL) was treated with sodium ethylate (9.67 g, 135 mmol) and heated in an oil bath, and the ethanol formed during the reaction was removed by distillation over 30 min, while more cyclohexane was added in order to keep the reaction volume constant. After cooling the reaction mixture was neutralized with acetic acid... Reactants: COC1=CC2=C(S(C(=C2OC(C)C)C(=O)N)=O)C=C1 (5-methoxy-(3-(1-methylethoxy))benzo[b]thiophene-2-carboxamide-1-oxide), C1(=NNCCCCCCCC1)C1=CCCCCCCCCC1 (diazabicycloundecene). Run in NC1=CC=CC=C1 (aniline), C(C)(=O)OCC (ethyl acetate). Reaction conditions: time 5 hour. Product: COC1=CC2=C(S(C(=C2NC2=CC=CC=C2)C(=O)N)=O)C=C1 (5-methoxy-3-(phenylamino)benzo[b]thiophene-2-carboxamide-1-oxide). Isolated yield 66.0%. As a reaction SMILES: [CH3:1][O:2][C:3]1[CH:19]=[CH:18][C:6]2[S:7](=[O:17])[C:8]([C:14]([NH2:16])=[O:15])=[C:9](OC(C)C)[C:5]=2[CH:4]=1.C1(C2CCCCCCCCCC=2)CC[CH2:28][CH2:27][CH2:26][CH2:25][CH2:24][CH2:23][NH:22]N=1>NC1C=CC=CC=1.C(OCC)(=O)C>[CH3:1][O:2][C:3]1[CH:19]=[CH:18][C:6]2[S:7](=[O:17])[C:8]([C:14]([NH2:16])=[O:15])=[C:9]([NH:22][C:23]3[CH:24]=[CH:25][CH:26]=[CH:27][CH:28]=3)[C:5]=2[CH:4]=1. Reported procedure: A mixture of 5-methoxy-(3-(1-methylethoxy))benzo[b]thiophene-2-carboxamide-1-oxide (250 mg, 0.89 mmol) and diazabicycloundecene (DBU) (664 μL, 4.4 mmol) in 5 mL of aniline is stirred at room temperature for 5 hours. The reaction mixture is diluted with ethyl acetate and washed with 1N HCl, saturated NaHCO3, and brine. The organic layer is dried over MgSO4, filtered, and concentrated in vacuo. Recrystallization from ethyl acetate:methanol gives 5-methoxy-3-(phenylamino)benzo[b]thiophene-2-carboxa... Reactants: C(C)(=O)O[C@@H]1CC2=C[C@H]([C@H]3[C@@H]4CC[C@H](C(C(OC)OC)C)[C@]4(CC[C@@H]3[C@]2([C@@H]2[C@H]1O2)C)C)O (1α,2α-epoxy-7α-hydroxy-21,21-dimethoxy-20-methylpregn-5-en-3β-yl acetate), C(C)(=O)O[C@@H]1CC2=C[C@H]([C@H]3[C@@H]4CC[C@H](C(C)C5OCC(CO5)(C)C)[C@]4(CC[C@@H]3[C@]2([C@@H]2[C@H]1O2)C)C)O (20-(5,5-dimethyl-1,3-dioxan2-yl)-1α,2α-epoxy-7α-hydroxypregn-5-en-3β-yl acetate). As a reaction SMILES: [C:1]([O:4][C@H:5]1[C@@H:28]2[O:29][C@@H:27]2[C@@:26]2([CH3:30])[C:7](=[CH:8][C@@H:9]([OH:32])[C@@H:10]3[C@@H:25]2[CH2:24][CH2:23][C@@:22]2([CH3:31])[C@H:11]3[CH2:12][CH2:13][C@@H:14]2[CH:15]([CH3:21])[CH:16]([O:19][CH3:20])[O:17][CH3:18])[CH2:6]1)(=[O:3])[CH3:2].[C:33]([O:36][C@H:37]1[C@@H]2O[C@@H]2[C@@]2(C)C(=C[C@@H](O)[C@@H]3[C@@H]2CC[C@@]2(C)[C@H]3CC[C@@H]2C(C2OCC(C)(C)CO2)C)C1)(=[O:35])C>>[C:1]([O:4][C@H:5]1[C@@H:28]2[O:29][C@@H:27]2[C@@:26]2([CH3:30])[C:7](=[CH:8][C@@H:9]([O:32][C:33]([O:36][CH3:37])=[O:35])[C@@H:10]3[C@@H:25]2[CH2:24][CH2:23][C@@:22]2([CH3:31])[C@H:11]3[CH2:12][CH2:13][C@@H:14]2[CH:15]([CH3:21])[CH:16]([O:17][CH3:18])[O:19][CH3:20])[CH2:6]1)(=[O:3])[CH3:2]. Yields the product C(C)(=O)O[C@@H]1CC2=C[C@H]([C@H]3[C@@H]4CC[C@H](C(C(OC)OC)C)[C@]4(CC[C@@H]3[C@]2([C@@H]2[C@H]1O2)C)C)OC(=O)OC (1α,2α-epoxy-21,21-dimethoxy-7α-methoxycarbonyloxy-20-methylpregn-5-en-3β-yl acetate). Reported procedure: The procedure of Example 12 was repeated except that 45.0 mg (0.1 mmole) of 1α,2α-epoxy-7α-hydroxy-21,21-dimethoxy-20-methylpregn-5-en-3β-yl acetate was used in lieu of 49.0 mg of 20-(5,5-dimethyl-1,3-dioxan2-yl)-1α,2α-epoxy-7α-hydroxypregn-5-en-3β-yl acetate to give 39.0 mg of 1α,2α-epoxy-21,21-dimethoxy-7α-methoxycarbonyloxy-20-methylpregn-5-en-3β-yl acetate (yield: 77%). The yield is 77.0%. Starting materials: C12CCCCC2O1 (7-oxa-bicyclo[4.1.0]heptane), [N-]=[N+]=[N-].[Na+] (sodium azide). Solvent: CC(=O)C (acetone), O (water). The product is N(=[N+]=[N-])C1C(CCCC1)O (2-Azidocyclohexanol). Isolated yield 10.6%. Reaction SMILES: [CH:1]12[O:7][CH:6]1[CH2:5][CH2:4][CH2:3][CH2:2]2.[N-:8]=[N+:9]=[N-:10].[Na+]>CC(C)=O.O>[N:8]([CH:6]1[CH2:5][CH2:4][CH2:3][CH2:2][CH:1]1[OH:7])=[N+:9]=[N-:10] |f:1.2|. Procedure: To a solution of 7-oxa-bicyclo[4.1.0]heptane (0.300 g, 3.06 mmol) in acetone (3 mL) was added sodium azide (0.504 g, 7.75 mmol) in water (3 mL). The reaction mixture was refluxed for 12 h. The acetone was removed in vacuo and the product was extracted with ethyl acetate (5 mL). The organic layer was collected, dried over anhydrous sodium sulfate, filtered, and concentrated to provide the title compound (46 mg). Starting materials: CC(C)(C)[Si](C)(C)Cl, CN(C)c1ccncc1, ClCCl, O=C1CCC(CO)N1, c1c[nH]cn1. Yields the product CC(C)(C)[Si](C)(C)OCC1CCC(=O)N1. RXN SMILES: [C:14]([CH3:15])([CH3:16])([CH3:17])[Si:18]([CH3:19])([CH3:20])[Cl:21].[CH3:22][N:23]([CH3:24])[c:25]1[cH:26][cH:27][n:28][cH:29][cH:30]1.[Cl:31][CH2:32][Cl:33].[OH:6][CH2:7][CH:8]1[CH2:9][CH2:10][C:11](=[O:13])[NH:12]1.[nH:1]1[cH:2][cH:3][n:4][cH:5]1>>[O:6]([CH2:7][CH:8]1[CH2:9][CH2:10][C:11](=[O:13])[NH:12]1)[Si:18]([C:14]([CH3:15])([CH3:16])[CH3:17])([CH3:19])[CH3:20].